From a dataset of the Open Reaction Database (ORD), a public repository of structured organic reaction records. describe an organic reaction: reactants, conditions, products, and yield Reactants: C(Cl)Cl (CH2Cl2), five, ClC1=NC=C(C(=N1)Cl)F (2,4-Dichloro-5-fluoropyrimidine), [B-](C=C)(F)(F)F.[K+] (potassium trifluoro(vinyl)borate), TEA. The reagents and catalysts are C1=CC=C(C=C1)P([C-]2C=CC=C2)C3=CC=CC=C3.C1=CC=C(C=C1)P([C-]2C=CC=C2)C3=CC=CC=C3.Cl[Pd]Cl.[Fe+2] (PdCl2(dppf)). The solvent is C(CC)O (1-propanol). Run at temperature 105 celsius, time 8 hour. Product: ClC1=NC=C(C(=N1)C=C)F (2-chloro-4-ethenyl-5-fluoropyrimidin). As a reaction SMILES: [Cl:1][C:2]1[N:7]=[C:6](Cl)[C:5]([F:9])=[CH:4][N:3]=1.[B-](F)(F)(F)[CH:11]=[CH2:12].[K+].C(Cl)Cl>C1C=CC(P(C2C=CC=CC=2)[C-]2C=CC=C2)=CC=1.C1C=CC(P(C2C=CC=CC=2)[C-]2C=CC=C2)=CC=1.Cl[Pd]Cl.[Fe+2].C(O)CC>[Cl:1][C:2]1[N:7]=[C:6]([CH:11]=[CH2:12])[C:5]([F:9])=[CH:4][N:3]=1 |f:1.2,4.5.6.7|. Procedure: 2,4-Dichloro-5-fluoropyrimidine (111 g, 661.47 mmol, 1.00 equiv., 99.5%), potassium trifluoro(vinyl)borate (98 g, 716.72 mmol, 1.08 equiv., 98%), TEA (67 g, 98%), 1-propanol (1100 mL), PdCl2(dppf).CH2Cl2 (27 g, 33.06 mmol, 0.05 equiv) were added into five 2000-mL pressure tank reactors which purged and maintained with an inert atmosphere of nitrogen. The resulting solution was stirred overnight at 105° C. The reaction mixture of five batches was combined and then cooled to room temperature with ... The reactants are ClC=1C(=CC(=C(C1)CC(=O)N1[C@@H](CCC1)COC1CCC(CC1)C(=O)OC)F)NC(=O)C1=CN(C2=CC=CC=C12)C (methyl 4-(1-((5-chloro-2-fluoro-4-(1-methyl-3-indolylcarbonylamino)phenyl)acetyl)-(2S)-pyrrolidinyl methoxy)-1-cyclohexanecarboxylate), C1CCOC1 (THF), [OH-].[Na+] (NaOH). Solvent: Cl (HCl). Conditions: time 15 hour. Product: ClC=1C(=CC(=C(C1)CC(=O)N1[C@@H](CCC1)CO[C@@H]1CC[C@H](CC1)C(=O)O)F)NC(=O)C1=CN(C2=CC=CC=C12)C (trans-4-(1-((5-chloro-2-fluoro-4-(1-methyl-3-indolylcarbonylamino)phenyl)acetyl)-(2S)-pyrrolidinylmethoxy)-1-cyclohexanecarboxylic acid). The yield is 73.6%. Reaction SMILES: [Cl:1][C:2]1[C:3]([NH:29][C:30]([C:32]2[C:40]3[C:35](=[CH:36][CH:37]=[CH:38][CH:39]=3)[N:34]([CH3:41])[CH:33]=2)=[O:31])=[CH:4][C:5]([F:28])=[C:6]([CH2:8][C:9]([N:11]2[CH2:15][CH2:14][CH2:13][C@H:12]2[CH2:16][O:17][CH:18]2[CH2:23][CH2:22][CH:21]([C:24]([O:26]C)=[O:25])[CH2:20][CH2:19]2)=[O:10])[CH:7]=1.C1COCC1.[OH-].[Na+]>Cl>[Cl:1][C:2]1[C:3]([NH:29][C:30]([C:32]2[C:40]3[C:35](=[CH:36][CH:37]=[CH:38][CH:39]=3)[N:34]([CH3:41])[CH:33]=2)=[O:31])=[CH:4][C:5]([F:28])=[C:6]([CH2:8][C:9]([N:11]2[CH2:15][CH2:14][CH2:13][C@H:12]2[CH2:16][O:17][C@H:18]2[CH2:23][CH2:22][C@H:21]([C:24]([OH:26])=[O:25])[CH2:20][CH2:19]2)=[O:10])[CH:7]=1 |f:2.3|. Procedure: To methyl 4-(1-((5-chloro-2-fluoro-4-(1-methyl-3-indolylcarbonylamino)phenyl)acetyl)-(2S)-pyrrolidinyl methoxy)-1-cyclohexanecarboxylate (556 mg, 0.953 mmol) were added THF (10 ml) and 0.25N NaOH (10 ml, 2.50 mmol). The resulting mixture was stirred at room temperature for 15 hours. The reaction mixture was poured in 1N HCl (100 ml), followed by extraction with chloroform-methanol (5:1, 2×100 ml). The extract was dried over anhydrous magnesium sulfate and distilled under reduced pressure to remo... Starting materials: NC=1SC=C(N1)C(C(=O)O)=NOC(C)=O (2-(2-aminothiazole-4-yl)-2-acetoxyiminoacetic acid), P(Cl)(Cl)(Cl)(Cl)Cl (Phosphorus pentachloride). Solvent: C(Cl)Cl (methylene chloride). Reaction conditions: temperature -22.5 celsius, time 15 hour. The product is Cl.NC=1SC=C(N1)C(C(=O)Cl)=NOC(C)=O (2-(2-aminothiazole-4-yl)-2-acetoxyiminoacetyl chloride hydrochloride). The yield is 157.4%. RXN SMILES: [NH2:1][C:2]1[S:3][CH:4]=[C:5]([C:7](=[N:11][O:12][C:13](=[O:15])[CH3:14])[C:8](O)=[O:9])[N:6]=1.P(Cl)(Cl)(Cl)(Cl)[Cl:17]>C(Cl)Cl>[ClH:17].[NH2:1][C:2]1[S:3][CH:4]=[C:5]([C:7](=[N:11][O:12][C:13](=[O:15])[CH3:14])[C:8]([Cl:17])=[O:9])[N:6]=1 |f:3.4|. Procedure details: 2-(2-aminothiazole-4-yl)-2-acetoxyiminoacetic acid anhydrous crystal (syn-isomer) (12.5 g) was suspended and stirred in methylene chloride (125 ml), and cooled to −20 to −25° C. Phosphorus pentachloride (13.6 g) was added thereto, and reaction was performed for 15 hours at the same temperature. The precipitated crystal was filtered, washed with methylene chloride, and dried under reduced pressure to obtain 2-(2-aminothiazole-4-yl)-2-acetoxyiminoacetyl chloride hydrochloride (syn-isomer) (14.6 g)... Reaction SMILES: C([O:5][C:6]([N:8]1[CH2:12][C@@H:11]([C:13]2[C:21]3[C:16](=[CH:17][CH:18]=[CH:19][CH:20]=3)[NH:15][CH:14]=2)[C@H:10]([C:22]2[C:32]3=[C:33]4[C:28](=[CH:29][CH:30]=[CH:31]3)[CH2:27][CH2:26][CH2:25][N:24]4[CH:23]=2)[CH2:9]1)=O)(C)(C)C.Cl.O1CCOCC1.CCN(C(C)C)C(C)C.[CH:50]1(C(Cl)=O)[CH2:53][CH2:52][CH2:51]1>C(Cl)Cl>[CH:50]1([C:6]([N:8]2[CH2:12][C@@H:11]([C:13]3[C:21]4[C:16](=[CH:17][CH:18]=[CH:19][CH:20]=4)[NH:15][CH:14]=3)[C@H:10]([C:22]3[C:32]4=[C:33]5[C:28](=[CH:29][CH:30]=[CH:31]4)[CH2:27][CH2:26][CH2:25][N:24]5[CH:23]=3)[CH2:9]2)=[O:5])[CH2:53][CH2:52][CH2:51]1. Procedure details: To a solution of (3R,4R)-3-(5,6-dihydro-4H-pyrrolo[3,2,1-ij]quinolin-1-yl)-4-(1H-indol-3-yl)-pyrrolidine-1-carboxylic acid tert-butyl ester (200 mg, 450 μmol) in DCM (5 mL) under a nitrogen atmosphere was added 4M HCl in dioxane (1.7 mL, 6.8 mmol). The mixture was stirred at room temperature for 2 h. The solvent was then removed under vacuum and the residue dissolved in DCM (5 mL). DIPEA (320 μL, 1.8 mmol) and cyclobutylcarbonyl chloride (64 mg, 0.54 μmol) were added and the mixture stirred at r... Product: C1(CCC1)C(=O)N1C[C@H]([C@@H](C1)C1=CNC2=CC=CC=C12)C1=CN2CCCC3=CC=CC1=C23 (cyclobutyl-[(3R,4R)-3-(5,6-dihydro-4H-pyrrolo[3,2,1-ij]quinolin-1-yl)-4-(1H-indol-3-yl)-pyrrolidin-1-yl]-methanone). Yield: 35852.2%. Run in C(Cl)Cl (DCM). The reactants are C(C)(C)(C)OC(=O)N1C[C@H]([C@@H](C1)C1=CNC2=CC=CC=C12)C1=CN2CCCC3=CC=CC1=C23 ((3R,4R)-3-(5,6-dihydro-4H-pyrrolo[3,2,1-ij]quinolin-1-yl)-4-(1H-indol-3-yl)-pyrrolidine-1-carboxylic acid tert-butyl ester), Cl (HCl), O1CCOCC1 (dioxane), CCN(C(C)C)C(C)C (DIPEA), C1(CCC1)C(=O)Cl (cyclobutylcarbonyl chloride). Reaction conditions: time 2 hour. Reactants: [Br-], Brc1ccc2[nH]ccc2c1, CC[Mg+], CC1(C)C(C(=O)Cl)C1(C)C, [Cl-], [Cl-], ClCCl, [Zn+2]. The product is CC1(C)C(C(=O)c2c[nH]c3ccc(Br)cc23)C1(C)C. Reaction SMILES: [Br-:11].[Br:1][c:2]1[cH:3][c:4]2[cH:5][cH:6][nH:7][c:8]2[cH:9][cH:10]1.[CH2:12]([Mg+:13])[CH3:14].[CH3:15][C:16]1([CH3:24])[CH:17]([C:21](=[O:22])[Cl:23])[C:18]1([CH3:19])[CH3:20].[Cl-:28].[Cl-:30].[Cl:25][CH2:26][Cl:27].[Zn+2:29]>>[Br:1][c:2]1[cH:3][c:4]2[c:5]([C:21]([CH:17]3[C:16]([CH3:15])([CH3:24])[C:18]3([CH3:19])[CH3:20])=[O:22])[cH:6][nH:7][c:8]2[cH:9][cH:10]1.